From a dataset of the Open Reaction Database (ORD), a public repository of structured organic reaction records. describe an organic reaction: reactants, conditions, products, and yield The reactants are C(C)(C)C=1C(NC(NC1SC1=CC(=CC(=C1)C)C)=O)=O (5-Isopropyl-6-(3,5-dimethylphenyl)thio-2,4-pyrimidinedione), ClCC1=NC2=CC=CC=C2C=C1 (2-chloromethyl quinoline). Yields the product N1=C(C=CC2=CC=CC=C12)CN1C(NC(C(=C1SC1=CC(=CC(=C1)C)C)C(C)C)=O)=O (1-(Quinolin-2-ylmethyl)-5-isopropyl-6-(3,5-dimethylphenyl)thio-2,4-pyrimidinedione). The yield is 29.0%. RXN SMILES: [CH:1]([C:4]1[C:5](=[O:20])[NH:6][C:7](=[O:19])[NH:8][C:9]=1[S:10][C:11]1[CH:16]=[C:15]([CH3:17])[CH:14]=[C:13]([CH3:18])[CH:12]=1)([CH3:3])[CH3:2].Cl[CH2:22][C:23]1[CH:32]=[CH:31][C:30]2[C:25](=[CH:26][CH:27]=[CH:28][CH:29]=2)[N:24]=1>>[N:24]1[C:25]2[C:30](=[CH:29][CH:28]=[CH:27][CH:26]=2)[CH:31]=[CH:32][C:23]=1[CH2:22][N:8]1[C:9]([S:10][C:11]2[CH:12]=[C:13]([CH3:18])[CH:14]=[C:15]([CH3:17])[CH:16]=2)=[C:4]([CH:1]([CH3:3])[CH3:2])[C:5](=[O:20])[NH:6][C:7]1=[O:19]. Procedure details: 5-Isopropyl-6-(3,5-dimethylphenyl)thio-2,4-pyrimidinedione and 2-chloromethyl quinoline were reacted by the same way with the example 1 to obtain the titled compound (125 mg, yield: 29.0%).